Dataset: the Open Reaction Database (ORD), a public repository of structured organic reaction records. Task: describe an organic reaction: reactants, conditions, products, and yield The reactants are C(C)(=O)[O-].[Na+] (sodium acetate), C(C)(=O)O (acetic acid), CN1C2=NC=NC(=C2N=C1)N (9-methyladenine), BrBr (bromine). The solvent is O (water), O (water). Run at time 2 hour. Product: BrC=1N(C2=NC=NC(=C2N1)N)C (8-Bromo-9-methyladenine). RXN SMILES: [CH3:1][N:2]1[CH:10]=[N:9][C:8]2[C:3]1=[N:4][CH:5]=[N:6][C:7]=2[NH2:11].C([O-])(=O)C.[Na+].C(O)(=O)C.[Br:21]Br>O>[Br:21][C:10]1[N:2]([CH3:1])[C:3]2[C:8]([N:9]=1)=[C:7]([NH2:11])[N:6]=[CH:5][N:4]=2 |f:1.2|. Procedure: Fifteen grams (0.1 mol) of 9-methyladenine of Example 1 was dissolved in 1.5 liters of buffer prepared from 30.8 g of sodium acetate, 1.4 liters of water and sufficient acetic acid to provide a pH of 4.0. To this solution was added dropwise 25 ml of bromine in 2 liters of water over a period of two hours. The reaction was stirred a further two hours and the resulting solid filtered off and rinsed with the water. The solid was air dried and warmed to about 50° in about 80 ml of methanol, stripped... Starting materials: BrBr (Bromine), CC1=C(C=C(C(N1C1=CC(=CC=C1)C(F)(F)F)=O)C(=O)NCC1=CC=C(C=C1)S(=O)(=O)C)C(CC)=O (6-methyl-N-[4-(methylsulfonyl)benzyl]-2-oxo-5-propionyl-1-[3-(trifluoromethyl)phenyl]-1,2-dihydropyridine-3-carboxamide). Solvent: C1CCOC1 (THF). Run at time 2 hour. Yields the product BrC(C(=O)C=1C=C(C(N(C1C)C1=CC(=CC=C1)C(F)(F)F)=O)C(=O)NCC1=CC=C(C=C1)S(=O)(=O)C)C (5-(2-Bromopropanoyl)-6-methyl-N-[4-(methylsulfonyl)benzyl]-2-oxo-1-[3-(trifluoromethyl)phenyl]-1,2-dihydropyridine-3-carboxamide). The yield is 99.6%. RXN SMILES: [Br:1]Br.[CH3:3][C:4]1[N:9]([C:10]2[CH:15]=[CH:14][CH:13]=[C:12]([C:16]([F:19])([F:18])[F:17])[CH:11]=2)[C:8](=[O:20])[C:7]([C:21]([NH:23][CH2:24][C:25]2[CH:30]=[CH:29][C:28]([S:31]([CH3:34])(=[O:33])=[O:32])=[CH:27][CH:26]=2)=[O:22])=[CH:6][C:5]=1[C:35](=[O:38])[CH2:36][CH3:37]>C1COCC1>[Br:1][CH:36]([CH3:37])[C:35]([C:5]1[CH:6]=[C:7]([C:21]([NH:23][CH2:24][C:25]2[CH:26]=[CH:27][C:28]([S:31]([CH3:34])(=[O:32])=[O:33])=[CH:29][CH:30]=2)=[O:22])[C:8](=[O:20])[N:9]([C:10]2[CH:15]=[CH:14][CH:13]=[C:12]([C:16]([F:19])([F:18])[F:17])[CH:11]=2)[C:4]=1[CH3:3])=[O:38]. Procedure: Bromine (84 μl, 1.61 mmol) in THF (5 ml) was added to a solution of 6-methyl-N-[4-(methylsulfonyl)benzyl]-2-oxo-5-propionyl-1-[3-(trifluoromethyl)phenyl]-1,2-dihydropyridine-3-carboxamide (700 mg, 1.34 mmol) in TEF (10 ml). After 2 h, the yellow colour had disappeared. The reaction mixture was partitioned between water and ethyl acetate, the organic phase was separated, dried and evaporated under reduced pressure to give the title compound (800 mg, 99%).